From a dataset of the Open Reaction Database (ORD), a public repository of structured organic reaction records. describe an organic reaction: reactants, conditions, products, and yield The reactants are CC(C)([O-])C.[K+] (potassium t-butoxide), CC1(CC(=O)CC(=O)C1)C (dimedone), CI (methyl iodide). The solvent is C(C)(C)(C)O (t-butanol). Conditions: time 2 hour. The product is CC1C(CC(CC1=O)(C)C)=O (2,5,5-trimethylcyclohexane-1,3-dione). RXN SMILES: [CH3:1][C:2]1([CH3:10])[CH2:9][C:7](=[O:8])[CH2:6][C:4](=[O:5])[CH2:3]1.[CH3:11]C(C)([O-])C.[K+].CI>C(O)(C)(C)C>[CH3:11][CH:6]1[C:4](=[O:5])[CH2:3][C:2]([CH3:10])([CH3:1])[CH2:9][C:7]1=[O:8] |f:1.2|. Procedure details: 28.0 g (0.2 mol) of dimedone were dissolved in 150 ml of absolute t-butanol and, at 40° C., 22.4 g (0.2 mol) of potassium t-butoxide were added a little at a time. After 2 hours, an equimolar amount of methyl iodide was added. After a further 2 hours, the solvent was removed under reduced pressure and the residue which remained was extracted 3 times with diethyl ether. The combined ether extracts were evaporated to dryness. Yield: 26.2 g (85%). The crude product was not purified further. Reactants: NC=1C=C(C(=O)NC2=CC3=C(N(C=N3)C(CC(=O)OCC)C3=CC=CC=C3)C=C2)C=CC1 (ethyl 3-{5-[(3-aminobenzoyl)amino]-1H-benzimidazol-1-yl}-3-phenylpropanoate), solution. Run in Cl (hydrochloric acid). Yields the product NC=1C=C(C(=O)NC2=CC3=C(N(C=N3)C(CC(=O)O)C3=CC=CC=C3)C=C2)C=CC1 (3-{5-[(3-Aminobenzoyl)amino]-1H-benzimidazol-1-yl}-3-phenylpropanoic acid), Phase II. Reaction SMILES: [NH2:1][C:2]1[CH:3]=[C:4]([CH:30]=[CH:31][CH:32]=1)[C:5]([NH:7][C:8]1[CH:29]=[CH:28][C:11]2[N:12]([CH:15]([C:22]3[CH:27]=[CH:26][CH:25]=[CH:24][CH:23]=3)[CH2:16][C:17]([O:19]CC)=[O:18])[CH:13]=[N:14][C:10]=2[CH:9]=1)=[O:6]>Cl>[NH2:1][C:2]1[CH:3]=[C:4]([CH:30]=[CH:31][CH:32]=1)[C:5]([NH:7][C:8]1[CH:29]=[CH:28][C:11]2[N:12]([CH:15]([C:22]3[CH:27]=[CH:26][CH:25]=[CH:24][CH:23]=3)[CH2:16][C:17]([OH:19])=[O:18])[CH:13]=[N:14][C:10]=2[CH:9]=1)=[O:6]. Reported procedure: A solution of ethyl 3-{5-[(3-aminobenzoyl)amino]-1H-benzimidazol-1-yl}-3-phenylpropanoate (50 mg, 117 μmol) in hydrochloric acid (20 mL of a 5N solution) was stirred at room temperature for 110 hours. The solution was then evaporated in vacuo, and the residue was purified by RP-HPLC to afford the title compound, [LCMS (Method A, Mobile Phase II) RT=3.25 min, MH+ 401]. As a reaction SMILES: [CH3:20][N:21]([CH3:22])[CH:23]=[O:24].[S:1]([Cl:2])([Cl:3])=[O:4].[S:5](=[O:6])(=[O:7])([OH:8])[CH2:9][c:10]1[cH:11][cH:12][c:13]([CH2:16][C:17](=[O:18])[OH:19])[cH:14][cH:15]1>>[Cl:3][C:17]([CH2:16][c:13]1[cH:12][cH:11][c:10]([CH2:9][S:5](=[O:6])(=[O:7])[OH:8])[cH:15][cH:14]1)=[O:19]. Reactants: CN(C)C=O, O=S(Cl)Cl, O=C(O)Cc1ccc(CS(=O)(=O)O)cc1. The product is O=C(Cl)Cc1ccc(CS(=O)(=O)O)cc1. Reactants: C(#C)C=1N=C2N(N=CC=C2N2CCOCC2)C1C=1C=CC(=NC1)N1CCN(CC1)C(=O)OC(C)(C)C (tert-Butyl 4-(5-(2-ethynyl-8-morpholinoimidazo[1,2-b]pyridazin-3-yl)pyridin-2-yl)piperazine-1-carboxylate), BrC1=NC2=CC=CC=C2C=C1 (2-bromoquinoline), CN(C)C=O (DMF), CCN(C(C)C)C(C)C (DIEA). Reagents/catalysts: [Cu]I (CuI), Cl[Pd]([P](C1=CC=CC=C1)(C2=CC=CC=C2)C3=CC=CC=C3)([P](C4=CC=CC=C4)(C5=CC=CC=C5)C6=CC=CC=C6)Cl ((Ph3P)2PdCl2). Run in O (water). Conditions: time 1 hour. Product: O1CCN(CC1)C=1C=2N(N=CC1)C(=C(N2)C#CC2=NC1=CC=CC=C1C=C2)C=2C=CC(=NC2)N2CCN(CC2)C(=O)OC(C)(C)C (tert-Butyl 4-(5-(8-morpholino-2-(quinolin-2-ylethynyl)imidazo[1,2-b]pyridazin-3-yl)pyridin-2-yl)piperazine-1-carboxylate). RXN SMILES: [C:1]([C:3]1[N:4]=[C:5]2[C:10]([N:11]3[CH2:16][CH2:15][O:14][CH2:13][CH2:12]3)=[CH:9][CH:8]=[N:7][N:6]2[C:17]=1[C:18]1[CH:19]=[CH:20][C:21]([N:24]2[CH2:29][CH2:28][N:27]([C:30]([O:32][C:33]([CH3:36])([CH3:35])[CH3:34])=[O:31])[CH2:26][CH2:25]2)=[N:22][CH:23]=1)#[CH:2].Br[C:38]1[CH:47]=[CH:46][C:45]2[C:40](=[CH:41][CH:42]=[CH:43][CH:44]=2)[N:39]=1.CN(C=O)C.CCN(C(C)C)C(C)C>[Cu]I.Cl[Pd](Cl)([P](C1C=CC=CC=1)(C1C=CC=CC=1)C1C=CC=CC=1)[P](C1C=CC=CC=1)(C1C=CC=CC=1)C1C=CC=CC=1.O>[O:14]1[CH2:15][CH2:16][N:11]([C:10]2[C:5]3[N:6]([C:17]([C:18]4[CH:19]=[CH:20][C:21]([N:24]5[CH2:25][CH2:26][N:27]([C:30]([O:32][C:33]([CH3:36])([CH3:35])[CH3:34])=[O:31])[CH2:28][CH2:29]5)=[N:22][CH:23]=4)=[C:3]([C:1]#[C:2][C:38]4[CH:47]=[CH:46][C:45]5[C:40](=[CH:41][CH:42]=[CH:43][CH:44]=5)[N:39]=4)[N:4]=3)[N:7]=[CH:8][CH:9]=2)[CH2:12][CH2:13]1 |^1:66,85|. Reported procedure: Compound 26a (131 mg, 0.268 mmol) and 2-bromoquinoline (558 mg, 2.68 mmol) were placed in an 8 mL vial equipped with a stir bar and then the vial was evacuated and backflushed with argon. Dry DMF (4 mL) and DIEA (0.468 mL, 2.68 mmol) were added via syringe and then the mixture was deoxygenated by bubbling argon through the stirred solution for 5 min. CuI (2.56 mg, 0.0134 mmol) and (Ph3P)2PdCl2 (18.9 mg, 0.0268 mmol) were added and then the reaction was stirred at rt for 1 h. The reaction was pou...